From a dataset of the Open Reaction Database (ORD), a public repository of structured organic reaction records. describe an organic reaction: reactants, conditions, products, and yield Starting materials: ClC1=NC=CC(=N1)C=1C=C(CN(CC=2C=NC=CC2)CC)C=CC1 ([3-(2-chloro-pyrimidin-4-yl)-benzyl]-ethyl-pyridin-3-ylmethyl-amine), NCCC1=CC=C(C=C1)O (tyramine), 440. Yields the product C(C)N(CC=1C=NC=CC1)CC=1C=C(C=CC1)C1=NC(=NC=C1)NCCC1=CC=C(C=C1)O (4-[2-(4-{3-[(Ethyl-pyridin-3-ylmethyl-amino)-methyl]-phenyl}-pyrimidin-2-ylamino)-ethyl]-phenol). RXN SMILES: Cl[C:2]1[N:7]=[C:6]([C:8]2[CH:9]=[C:10]([CH:22]=[CH:23][CH:24]=2)[CH2:11][N:12]([CH2:20][CH3:21])[CH2:13][C:14]2[CH:15]=[N:16][CH:17]=[CH:18][CH:19]=2)[CH:5]=[CH:4][N:3]=1.[NH2:25][CH2:26][CH2:27][C:28]1[CH:33]=[CH:32][C:31]([OH:34])=[CH:30][CH:29]=1>>[CH2:20]([N:12]([CH2:11][C:10]1[CH:9]=[C:8]([C:6]2[CH:5]=[CH:4][N:3]=[C:2]([NH:25][CH2:26][CH2:27][C:28]3[CH:33]=[CH:32][C:31]([OH:34])=[CH:30][CH:29]=3)[N:7]=2)[CH:24]=[CH:23][CH:22]=1)[CH2:13][C:14]1[CH:15]=[N:16][CH:17]=[CH:18][CH:19]=1)[CH3:21]. Reported procedure: Intermediate 23 was coupled with tyramine following procedure F. LC-MS showed the product had the expected M+H+ of 440. 1H NMR (Varian 300 MHz, CDCl3, shifts relative to the solvent peak at 7.24 ppm) δ 8.63 (s, 1H) 8.49 (m, 1H) 8.26 (m, 1H) 8.15 (s, 1H) 8.05 (s, 1H) 7.45 (m, 2H) 7.25 (m, 1H) 7.05 (m, 3H) 6.99 (d, 1H) 6.75 (m, 4H) 3.4-3.8 (m, 4H) 2.88 (t, 2H) 2.75 (t, 2H) 2.55 (m, 2H) 1.05 (t, 3H). Reactants: C(C)N (ethylamine), C(C)(=O)NC(C(=O)O)=CC1=CC(=C(C=C1)F)Br (2-Acetylamino-3-(3-bromo-4-fluoro-phenyl)-acrylic acid). The reagents and catalysts are C1/C=C\CC/C=C\C1.C1/C=C\CC/C=C\C1.C(S(=O)(=O)[O-])(F)(F)F.[Rh] (bis(1,5-cyclooctadiene)rhodium(I) trifluoromethanesulfonate). Solvent: CO (MeOH). Conditions: time 30 minute. Yields the product C(C)(=O)N[C@H](C(=O)O)CC1=CC(=C(C=C1)F)Br ((S)-2-Acetylamino-3-(3-bromo-4-fluoro-phenyl)-propionic acid). Isolated yield 98.6%. Reaction SMILES: C(N)C.[C:4]([NH:7][C:8](=[CH:12][C:13]1[CH:18]=[CH:17][C:16]([F:19])=[C:15]([Br:20])[CH:14]=1)[C:9]([OH:11])=[O:10])(=[O:6])[CH3:5]>CO.C1CC=CCCC=C1.C1CC=CCCC=C1.C(F)(F)(F)S([O-])(=O)=O.[Rh]>[C:4]([NH:7][C@@H:8]([CH2:12][C:13]1[CH:18]=[CH:17][C:16]([F:19])=[C:15]([Br:20])[CH:14]=1)[C:9]([OH:11])=[O:10])(=[O:6])[CH3:5] |f:3.4.5.6|. Reported procedure: A mixture of bis(1,5-cyclooctadiene)rhodium(I) trifluoromethanesulfonate (0.11 g, 0.18 mmol) and (R)—N-diphenylphosphino-N-methyl-1-[(S)-2-diphenylphosphino)ferrocenyl]ethylamine [(R)-methyl BoPhoz; 70 mg, 0.15 mmol] in MeOH (150 mL) under N2 was stirred for 30 min. 2-Acetylamino-3-(3-bromo-4-fluoro-phenyl)-acrylic acid (4.5 g, 15 mmol) was added, and the mixture was stirred under H2 (40 psi) on a Parr apparatus for 18 h. The mixture was concentrated to give the title compound as an orange oil (... Reactants: C(C)OC(CCN1C2CC(CC(C1)(C2)C)(C)C)=O (3-(1,3,3-trimethyl-6-aza-bicyclo[3,2,1]oct-6-yl)-propionic acid ethyl ester), Cl (hydrochloric acid). The product is Cl.CC12CC(CC(N(C1)CCC(=O)O)C2)(C)C (3-(1,3,3-trimethyl-6-aza-bicyclo[3,2,1]oct-6-yl)-propionic acid hydrochloride). Reaction SMILES: C([O:3][C:4](=[O:18])[CH2:5][CH2:6][N:7]1[CH2:13][C:12]2([CH3:15])[CH2:14][CH:8]1[CH2:9][C:10]([CH3:17])([CH3:16])[CH2:11]2)C.[ClH:19]>>[ClH:19].[CH3:15][C:12]12[CH2:14][CH:8]([N:7]([CH2:6][CH2:5][C:4]([OH:18])=[O:3])[CH2:13]1)[CH2:9][C:10]([CH3:17])([CH3:16])[CH2:11]2 |f:2.3|. Procedure details: 16.8 g of 3-(1,3,3-trimethyl-6-aza-bicyclo[3,2,1]oct-6-yl)-propionic acid ethyl ester (0.066 mol) are heated under reflux with 300 ml of 4N hydrochloric acid for 24 hours. The mixture is then completely concentrated by evaporation under reduced pressure and the crystalline residue is triturated with acetone. After filtering the crystals with suction, washing and drying, 3-(1,3,3-trimethyl-6-aza-bicyclo[3,2,1]oct-6-yl)-propionic acid hydrochloride, m.p. 183°-185° C. (decomposition) is obtained. The reactants are C1(=CC=CC=C1)C=1C=C2CC(NC2=CC1)=O (5-phenyloxindole), C1(=CC=C2C=CC=CC=C12)C=O (azulene aldehyde), N1CCCC1 (pyrrolidine). The solvent is C(C)O (ethanol). Yields the product C/1(=CC=C\2\C=C/C=C\C=C12)\C=C\1/C(NC2=CC=C(C=C12)C1=CC=CC=C1)=O ((3Z)-3-(((4Z,6Z,8E)-azulen-1-yl)methylene)-5-phenylindolin-2-one). Yield: 22.2%. Reaction SMILES: [C:1]1([C:7]2[CH:8]=[C:9]3[C:13](=[CH:14][CH:15]=2)[NH:12][C:11](=[O:16])[CH2:10]3)[CH:6]=[CH:5][CH:4]=[CH:3][CH:2]=1.[C:17]1([CH:27]=O)[C:26]2[C:20]([CH:21]=[CH:22][CH:23]=[CH:24][CH:25]=2)=[CH:19][CH:18]=1.N1CCCC1>C(O)C>[C:17]1(/[CH:27]=[C:10]2\[C:11](=[O:16])[NH:12][C:13]3[C:9]\2=[CH:8][C:7]([C:1]2[CH:2]=[CH:3][CH:4]=[CH:5][CH:6]=2)=[CH:15][CH:14]=3)=[CH:18][CH:19]=[C:20]2[CH:21]=[CH:22][CH:23]=[CH:24][CH:25]=[C:26]12. Procedure: 0.4389 g 5-phenyloxindole (0.0021 mole) and 0.323 g azulene aldehyde (0.0021 mole) were dissolved in 30 mL dried ethanol. 1.5 mL pyrrolidine (1M) was then added and uniformly stirred at reflux temperature for two hours. After removal of dried ethanol, the results were extracted by dichloromethane and citric acid aqueous solution. The organic layer was collected, dried with anhydrous magnesium sulfate, filtered, concentrated under vacuum, and separated by silica gel column chromatography to give ... Yield: 44.0%. As a reaction SMILES: [F:1][C:2]([F:7])([F:6])[C:3]([OH:5])=[O:4].[F:8][C:9]([F:14])([F:13])[C:10]([OH:12])=[O:11].[Cl:15][C:16]1[CH:17]=[N:18][C:19]2[NH:20][C:21]3[CH:22]=[N:23][CH:24]=[C:25]([CH:47]=3)[CH2:26][CH2:27][C:28]3[CH:36]=[C:32]([NH:33][C:34]=1[N:35]=2)[CH:31]=[CH:30][C:29]=3[NH:37][C:38](=[O:46])[CH2:39][CH:40]1[CH2:45][CH2:44][NH:43][CH2:42][CH2:41]1.[CH3:48][C:49]1[C:50]([C:54](O)=[O:55])=[N:51][O:52][N:53]=1>>[F:1][C:2]([F:7])([F:6])[C:3]([OH:5])=[O:4].[F:8][C:9]([F:14])([F:13])[C:10]([OH:12])=[O:11].[Cl:15][C:16]1[CH:17]=[N:18][C:19]2[NH:20][C:21]3[CH:22]=[N:23][CH:24]=[C:25]([CH:47]=3)[CH2:26][CH2:27][C:28]3[CH:36]=[C:32]([NH:33][C:34]=1[N:35]=2)[CH:31]=[CH:30][C:29]=3[NH:37][C:38](=[O:46])[CH2:39][CH:40]1[CH2:45][CH2:44][N:43]([C:54]([C:50]2[C:49]([CH3:48])=[N:53][O:52][N:51]=2)=[O:55])[CH2:42][CH2:41]1 |f:0.1.2,4.5.6|. Reported procedure: The desired compound was prepared according to the procedure of Example A27, using N-[6-chloro-2,4,8,18,22-pentaazatetracyclo[14.3.1.1(3,7).1(9,13)]docosa-1(20),3(22),4,6,9(21),10,12,16,18-nonaen-12-yl]-2-piperidin-4-ylacetamide bis(trifluoroacetate) and 4-methyl-1,2,5-oxadiazole-3-carboxylic acid as starting materials in 44% yield. LCMS for C28H29ClN9O3 (M+H)+: m/z=574.2. The reactants are FC(C(=O)O)(F)F.FC(C(=O)O)(F)F.ClC=1C=NC=2NC=3C=NC=C(CCC4=C(C=CC(NC1N2)=C4)NC(CC4CCNCC4)=O)C3 (N-[6-chloro-2,4,8,18,22-pentaazatetracyclo[14.3.1.1(3,7).1(9,13)]docosa-1(20),3(22),4,6,9(21),10,12,16,18-nonaen-12-yl]-2-piperidin-4-ylacetamide bis(trifluoroacetate)), CC=1C(=NON1)C(=O)O (4-methyl-1,2,5-oxadiazole-3-carboxylic acid). Product: FC(C(=O)O)(F)F.FC(C(=O)O)(F)F.ClC=1C=NC=2NC=3C=NC=C(CCC4=C(C=CC(NC1N2)=C4)NC(CC4CCN(CC4)C(=O)C4=NON=C4C)=O)C3 (N-[6-Chloro-2,4,8,18,22-pentaazatetracyclo[14.3.1.1(3,7).1(9,13)]docosa-1(20),3(22),4,6,9(21),10,12,16,18-nonaen-12-yl]-2-{1-[(4-methyl-1,2,5-oxadiazol-3-yl)carbonyl]piperidin-4-yl}acetamide bis(trifluoroacetate)). Starting materials: ClC1=CC=C(C=C1)C(C1=CC=C(C=C1)O)=O (4'-chloro-4-hydroxybenzophenone), C([O-])([O-])=O.[K+].[K+] (potassium carbonate), O (water), ClCCCC(C(=O)OC)(C)C (methyl 5-chloro-2,2-dimethylpentanoate). Run in CN(C)C=O (DMF), CN(C)C=O (DMF). Run at time 3 hour. Product: ClC1=CC=C(C(=O)C2=CC=C(OCCCC(C(=O)OC)(C)C)C=C2)C=C1 (Methyl 5-[4-(p-chlorobenzoyl)phenoxy]-2,2-dimethylpentanoate). Reaction SMILES: [Cl:1][C:2]1[CH:7]=[CH:6][C:5]([C:8](=[O:16])[C:9]2[CH:14]=[CH:13][C:12]([OH:15])=[CH:11][CH:10]=2)=[CH:4][CH:3]=1.C(=O)([O-])[O-].[K+].[K+].Cl[CH2:24][CH2:25][CH2:26][C:27]([CH3:33])([CH3:32])[C:28]([O:30][CH3:31])=[O:29].O>CN(C=O)C>[Cl:1][C:2]1[CH:3]=[CH:4][C:5]([C:8]([C:9]2[CH:14]=[CH:13][C:12]([O:15][CH2:24][CH2:25][CH2:26][C:27]([CH3:33])([CH3:32])[C:28]([O:30][CH3:31])=[O:29])=[CH:11][CH:10]=2)=[O:16])=[CH:6][CH:7]=1 |f:1.2.3|. Reported procedure: 116 g (0.5 mole) of 4'-chloro-4-hydroxybenzophenone, 84 g (0.6 mole) of potassium carbonate and 500 cm3 of DMF are placed in a 1 liter flask. The mixture is brought to reflux and 90 g (0.5 mole) of methyl 5-chloro-2,2-dimethylpentanoate in 200 cm3 of DMF are then added from a dropping funnel. Reflux is continued for 3 hours. The mixture is then cooled and poured into 1 liter of water, so that the desired product precipitates. The precipitate is extracted with diethyl ether, washed with aqueous s...